Task: describe an organic reaction: reactants, conditions, products, and yield. Dataset: the Open Reaction Database (ORD), a public repository of structured organic reaction records Reactants: FC(CNC(=O)C1N(C2=CC=C(C=C2C1)OCC1=CC=CC=C1)C([C@H](CC)NC(=O)OC(C)(C)C)=O)(F)F (1-(N-t-butoxycarbonyl-2(S)-aminobutyryl)-5-benzyloxyindoline-2(R/S)-carboxylic acid 2,2,2-trifluoroethylamide), [H][H] (hydrogen). Reagents/catalysts: [Pd] (palladium on activated carbon). Run in C(C)(=O)OCC (ethyl acetate). The product is FC(CNC(=O)C1N(C2=CC=C(C=C2C1)O)C([C@H](CC)NC(=O)OC(C)(C)C)=O)(F)F (1-(N-t-Butoxycarbonyl-2(S)-aminobutyryl)-5-hydroxyindoline-2(R/S)-carboxylic acid 2,2,2-trifluoroethylamide). As a reaction SMILES: [F:1][C:2]([F:38])([F:37])[CH2:3][NH:4][C:5]([CH:7]1[CH2:15][C:14]2[C:9](=[CH:10][CH:11]=[C:12]([O:16]CC3C=CC=CC=3)[CH:13]=2)[N:8]1[C:24](=[O:36])[C@@H:25]([NH:28][C:29]([O:31][C:32]([CH3:35])([CH3:34])[CH3:33])=[O:30])[CH2:26][CH3:27])=[O:6].[H][H]>[Pd].C(OCC)(=O)C>[F:38][C:2]([F:1])([F:37])[CH2:3][NH:4][C:5]([CH:7]1[CH2:15][C:14]2[C:9](=[CH:10][CH:11]=[C:12]([OH:16])[CH:13]=2)[N:8]1[C:24](=[O:36])[C@@H:25]([NH:28][C:29]([O:31][C:32]([CH3:33])([CH3:35])[CH3:34])=[O:30])[CH2:26][CH3:27])=[O:6]. Procedure: A mixture of 1-(N-t-butoxycarbonyl-2(S)-aminobutyryl)-5-benzyloxyindoline-2(R/S)-carboxylic acid 2,2,2-trifluoroethylamide (0.9 g, 1.68 mmol) and palladium on activated carbon (0.1 g, 10% wet) in ethyl acetate (20 mL) was hydrogenated under 30 psi hydrogen at room temperature overnight. Then the catalyst was removed by filtration over celite, and the filtrate was evaporated to provide a white solid. Starting materials: ClC1=CC(=C(C#N)C=C1)NC(=O)OCC (4-chloro-2-(ethoxycarbonylamino)benzonitrile), BrCC(=O)C1=CC=C(C=C1)OC(F)(F)F (2-bromo-4′-trifluoromethoxyacetophenone). Product: NC1=C(N(C2=CC(=CC=C12)Cl)C(=O)OCC)C(C1=CC=C(C=C1)OC(F)(F)F)=O (3-Amino-6-chloro-1-ethoxycarbonyl-2-(4-trifluoromethoxybenzoyl)indole). RXN SMILES: [Cl:1][C:2]1[CH:9]=[CH:8][C:5]([C:6]#[N:7])=[C:4]([NH:10][C:11]([O:13][CH2:14][CH3:15])=[O:12])[CH:3]=1.Br[CH2:17][C:18]([C:20]1[CH:25]=[CH:24][C:23]([O:26][C:27]([F:30])([F:29])[F:28])=[CH:22][CH:21]=1)=[O:19]>>[NH2:7][C:6]1[C:5]2[C:4](=[CH:3][C:2]([Cl:1])=[CH:9][CH:8]=2)[N:10]([C:11]([O:13][CH2:14][CH3:15])=[O:12])[C:17]=1[C:18](=[O:19])[C:20]1[CH:25]=[CH:24][C:23]([O:26][C:27]([F:28])([F:29])[F:30])=[CH:22][CH:21]=1. Procedure: The title compound was prepared according to the procedure described in step 2 of Example 1 from 4-chloro-2-(ethoxycarbonylamino)benzonitrile (Example 1, step 1) and 2-bromo-4′-trifluoromethoxyacetophenone. Starting materials: CC(C)=O, CCOC(C)=O, Cc1c(C)c2c(c(C)c1NC(=O)CC(C)(C)C)C(c1cccc(C3OCCO3)c1)CO2, Cc1ccc(S(=O)(=O)O)cc1, c1cc[nH+]cc1. Yields the product Cc1c(C)c2c(c(C)c1NC(=O)CC(C)(C)C)C(c1cccc(C=O)c1)CO2. As a reaction SMILES: [CH3:49][C:50](=[O:51])[CH3:52].[CH3:53][CH2:54][O:55][C:56](=[O:57])[CH3:58].[O:1]1[CH:2]([c:6]2[cH:7][c:8]([CH:12]3[CH2:13][O:14][c:15]4[c:16]3[c:17]([CH3:31])[c:18]([NH:23][C:24]([CH2:25][C:26]([CH3:27])([CH3:28])[CH3:29])=[O:30])[c:19]([CH3:22])[c:20]4[CH3:21])[cH:9][cH:10][cH:11]2)[O:5][CH2:4][CH2:3]1.[c:32]1([CH3:33])[cH:34][cH:35][c:36]([S:37]([OH:38])(=[O:39])=[O:40])[cH:41][cH:42]1.[nH+:43]1[cH:44][cH:45][cH:46][cH:47][cH:48]1>>[O:1]=[CH:2][c:6]1[cH:7][c:8]([CH:12]2[CH2:13][O:14][c:15]3[c:16]2[c:17]([CH3:31])[c:18]([NH:23][C:24]([CH2:25][C:26]([CH3:27])([CH3:28])[CH3:29])=[O:30])[c:19]([CH3:22])[c:20]3[CH3:21])[cH:9][cH:10][cH:11]1. Starting materials: ClC1=C2C(=NC=C1)C=C(S2)C(=O)N2CCCC2 ((7-chloro-thieno[3,2-b]pyridin-2-yl)-pyrrolidin-1-yl-methanone), CC=1NC2=CC=C(C=C2C1)N (2-methyl-1H-indol-5-ylamine). Run in CCO (EtOH). The product is CC=1NC2=CC=C(C=C2C1)NC1=C2C(=NC=C1)C=C(S2)C(=O)N2CCCC2 ([7-(2-Methyl-1H-indol-5-ylamino)-thieno[3,2-b]pyridin-2-yl]-pyrrolidin-1-yl-methanone). Yield: 112.4%. Reaction SMILES: Cl[C:2]1[CH:7]=[CH:6][N:5]=[C:4]2[CH:8]=[C:9]([C:11]([N:13]3[CH2:17][CH2:16][CH2:15][CH2:14]3)=[O:12])[S:10][C:3]=12.[CH3:18][C:19]1[NH:20][C:21]2[C:26]([CH:27]=1)=[CH:25][C:24]([NH2:28])=[CH:23][CH:22]=2>CCO>[CH3:18][C:19]1[NH:20][C:21]2[C:26]([CH:27]=1)=[CH:25][C:24]([NH:28][C:2]1[CH:7]=[CH:6][N:5]=[C:4]3[CH:8]=[C:9]([C:11]([N:13]4[CH2:17][CH2:16][CH2:15][CH2:14]4)=[O:12])[S:10][C:3]=13)=[CH:23][CH:22]=2. Reported procedure: A solution of (7-chloro-thieno[3,2-b]pyridin-2-yl)-pyrrolidin-1-yl-methanone (0.359 g, 1.34 mmol) and 2-methyl-1H-indol-5-ylamine (0.19 g, 1.3 mmol) in EtOH (10 mL) was heated to reflux for 48 h. The reaction mixture was cooled to room temperature and concentrated onto silica gel (5 mL). Purification by flash chromatography on silica gel eluting with CH2Cl2/NEt3 (99.5/0.5) afforded the title compound as a yellow solid (550 mg) MS: 377.2 (MH+); HPLC Rf: 4.45 min; HPLC purity: 97%. The reactants are C(C1=CC=CC=C1)NC1CCN(CC1)C(C)(C)C (N-benzyl-1-tert-butylpiperidin-4-amine). Reagents/catalysts: [Pd] (palladium on carbon). Run in CO (MeOH). Product: C(C)(C)(C)N1CCC(CC1)N (1-tert-butylpiperidin-4-amine). Yield: 64.7%. Reaction SMILES: C([NH:8][CH:9]1[CH2:14][CH2:13][N:12]([C:15]([CH3:18])([CH3:17])[CH3:16])[CH2:11][CH2:10]1)C1C=CC=CC=1>[Pd].CO>[C:15]([N:12]1[CH2:13][CH2:14][CH:9]([NH2:8])[CH2:10][CH2:11]1)([CH3:18])([CH3:16])[CH3:17]. Procedure details: A solution of N-benzyl-1-tert-butylpiperidin-4-amine (1.56 g) and 10% palladium on carbon (2 g) in MeOH (250 ml) was hydrogenated in a Parr shaker at 50 psi for 16 hours. The solution was filtered and the reaction mixture reduced in vacuo, to yield 1-tert-butylpiperidin-4-amine (0.64 g) (LC/MS: Rt 02.31, no [M+H]+). The reactants are C1OC=2C=C(CC3NCCC4=C(C=CC(=C34)OC)OC)C=CC2O1 (1-(3,4-Methylenedioxy-benzyl)-5,8-dimethoxy-1,2,3,4-tetrahydroisoquinoline), BrCC(=O)Br (2-bromoacetyl bromide), NC=1SC=NN1 (2-amino-1,3,4-thiadiazole). Yields the product C1OC=2C=C(CC3N(CCC4=C(C=CC(=C34)OC)OC)CC(=O)NC=3SC=NN3)C=CC2O1 (2-[1-(3,4-Methylenedioxy-benzyl)-5,8-dimethoxy-3,4-dihydro-1H-isoquinolin-2-yl]-N-[1,3,4]thiadiazol-2-yl-acetamide). RXN SMILES: [CH2:1]1[O:24][C:23]2[CH:22]=[CH:21][C:5]([CH2:6][CH:7]3[C:16]4[C:11](=[C:12]([O:19][CH3:20])[CH:13]=[CH:14][C:15]=4[O:17][CH3:18])[CH2:10][CH2:9][NH:8]3)=[CH:4][C:3]=2[O:2]1.Br[CH2:26][C:27](Br)=[O:28].[NH2:30][C:31]1[S:32][CH:33]=[N:34][N:35]=1>>[CH2:1]1[O:24][C:23]2[CH:22]=[CH:21][C:5]([CH2:6][CH:7]3[C:16]4[C:11](=[C:12]([O:19][CH3:20])[CH:13]=[CH:14][C:15]=4[O:17][CH3:18])[CH2:10][CH2:9][N:8]3[CH2:26][C:27]([NH:30][C:31]3[S:32][CH:33]=[N:34][N:35]=3)=[O:28])=[CH:4][C:3]=2[O:2]1. Reported procedure: prepared by reaction of 1-(3,4-Methylenedioxy-benzyl)-5,8-dimethoxy-1,2,3,4-tetrahydroisoquinoline and 2-bromoacetyl bromide with 2-amino-1,3,4-thiadiazole Starting materials: C(C)(=O)OC(C)=O (acetic anhydride), C(CCC)C1=NC(=NN1CC1=CC=C(C=C1)C1=C(C=CC=C1)C1=NN=NN1)CN (5-butyl-1-[2′-(1H-tetrazol-5-yl) [1,1′-biphenyl]-4-ylmethyl]-1H-1,2,4-triazole-3-methanamine), C([O-])([O-])=O.[K+].[K+] (potassium carbonate), C(=O)([O-])[O-].[K+].[K+] (K2CO3), C(=O)([O-])[O-].[K+].[K+] (K2CO3). Solvent: O (water). Conditions: temperature 0 celsius, time 30 minute. The product is C(CCC)C1=NC(=NN1CC1=CC=C(C=C1)C1=C(C=CC=C1)C1=NN=NN1)CNC(C)=O (N-[[5-butyl-1-[2′-(1H-tetrazol-5-yl)[1,1′-biphenyl]-4-ylmethyl]-1H-1,2,4-triazol-3-yl]methyl]acetamide). Reaction SMILES: [CH2:1]([C:5]1[N:9]([CH2:10][C:11]2[CH:16]=[CH:15][C:14]([C:17]3[CH:22]=[CH:21][CH:20]=[CH:19][C:18]=3[C:23]3[NH:27][N:26]=[N:25][N:24]=3)=[CH:13][CH:12]=2)[N:8]=[C:7]([CH2:28][NH2:29])[N:6]=1)[CH2:2][CH2:3][CH3:4].C(=O)([O-])[O-].[K+].[K+].[C:36](OC(=O)C)(=[O:38])[CH3:37]>O>[CH2:1]([C:5]1[N:9]([CH2:10][C:11]2[CH:16]=[CH:15][C:14]([C:17]3[CH:22]=[CH:21][CH:20]=[CH:19][C:18]=3[C:23]3[NH:27][N:26]=[N:25][N:24]=3)=[CH:13][CH:12]=2)[N:8]=[C:7]([CH2:28][NH:29][C:36](=[O:38])[CH3:37])[N:6]=1)[CH2:2][CH2:3][CH3:4] |f:1.2.3|. Procedure details: A 92.9 mg (0.22 mmol) sample of 5-[4′-[(5-butyl-3-methylamine-1H-1,2,4-triazol-1-yl)methyl]-(1,1′-biphenyl-2-yl]-1H-tetrazole hydrochloride from Example 27 was dissolved in 5 ml of water and the pH was adjusted to 9 with 1M potassium carbonate (K2CO3). The solution was cooled to 0° C. and 0.22 ml of 1M K2CO3 was added followed by 0.22 mmol of acetic anhydride. Additional K2CO3 was added as needed to maintain a pH of 9. At 30 min intervals, this addition was repeated until analytical reverse phas... The reactants are C(C(=O)Cl)(=O)Cl (Oxalyl chloride), FC1=CC=C(C=C1)NC(=O)C1(CC1)C(=O)O (1-(4-fluoro-phenylcarbamoyl)-cyclopropanecarboxylic acid). The solvent is C1CCOC1 (THF), CN(C=O)C (N,N-dimethylformamide). Yields the product FC1=CC=C(C=C1)NC(=O)C1(CC1)C(=O)Cl (1-(4-Fluoro-phenylcarbamoyl)-cyclopropanecarbonyl chloride). As a reaction SMILES: C(Cl)(=O)C([Cl:4])=O.[F:7][C:8]1[CH:13]=[CH:12][C:11]([NH:14][C:15]([C:17]2([C:20]([OH:22])=O)[CH2:19][CH2:18]2)=[O:16])=[CH:10][CH:9]=1>C1COCC1.CN(C)C=O>[F:7][C:8]1[CH:13]=[CH:12][C:11]([NH:14][C:15]([C:17]2([C:20]([Cl:4])=[O:22])[CH2:19][CH2:18]2)=[O:16])=[CH:10][CH:9]=1. Procedure details: Oxalyl chloride (1.0 kg) was added to a solution of 1-(4-fluoro-phenylcarbamoyl)-cyclopropanecarboxylic acid (2.0 kg) in a mixture of THF (11 kg) and N,N-dimethylformamide (DMF; 0.02 kg) at a rate such that the batch temperature did not exceed 30° C. This solution was used in the next step without further processing.